Task: describe an organic reaction: reactants, conditions, products, and yield. Dataset: the Open Reaction Database (ORD), a public repository of structured organic reaction records Reactants: [OH-].[Na+] (sodium hydroxide), COC(CC1=C(C=C(C=C1)C1=C(C=C(C=C1)C(CC)(C1=CC(=C(C=C1)CCC1(CCCCC1)O)C)CC)C)F)=O ([4′-(1-ethyl-1-{4-[2-(1-hydroxy-cyclohexyl)-ethyl]-3-methyl-phenyl}-propyl)-3-fluoro-2′-methyl-biphenyl-4-yl]-acetic acid methyl ester), [Cl-].[NH4+] (ammonium chloride). Solvent: CO (methanol). Conditions: time 5 hour. Yields the product C(C)C(CC)(C1=CC(=C(C=C1)CCC1(CCCCC1)O)C)C1=CC(=C(C=C1)C1=CC(=C(C=C1)CC(=O)O)F)C ([4′-(1-ethyl-1-{4-[2-(1-hydroxy-cyclohexyl)-ethyl]-3-methyl-phenyl}-propyl)-3-fluoro-2′-methyl-biphenyl-4-yl]-acetic Acid). Isolated yield 76.8%. As a reaction SMILES: [OH-].[Na+].C[O:4][C:5](=[O:42])[CH2:6][C:7]1[CH:12]=[CH:11][C:10]([C:13]2[CH:18]=[CH:17][C:16]([C:19]([CH2:38][CH3:39])([C:22]3[CH:27]=[CH:26][C:25]([CH2:28][CH2:29][C:30]4([OH:36])[CH2:35][CH2:34][CH2:33][CH2:32][CH2:31]4)=[C:24]([CH3:37])[CH:23]=3)[CH2:20][CH3:21])=[CH:15][C:14]=2[CH3:40])=[CH:9][C:8]=1[F:41].[Cl-].[NH4+]>CO>[CH2:20]([C:19]([C:16]1[CH:17]=[CH:18][C:13]([C:10]2[CH:11]=[CH:12][C:7]([CH2:6][C:5]([OH:42])=[O:4])=[C:8]([F:41])[CH:9]=2)=[C:14]([CH3:40])[CH:15]=1)([C:22]1[CH:27]=[CH:26][C:25]([CH2:28][CH2:29][C:30]2([OH:36])[CH2:35][CH2:34][CH2:33][CH2:32][CH2:31]2)=[C:24]([CH3:37])[CH:23]=1)[CH2:38][CH3:39])[CH3:21] |f:0.1,3.4|. Reported procedure: A 2 N sodium hydroxide aqueous solution (0.3 mL) was added to a solution of [4′-(1-ethyl-1-{4-[2-(1-hydroxy-cyclohexyl)-ethyl]-3-methyl-phenyl}-propyl)-3-fluoro-2′-methyl-biphenyl-4-yl]-acetic acid methyl ester (Example 115-(1); 45.6 mg, 0.0837 mmol) in methanol (0.8 mL), and the mixture was stirred for five hours. A saturated aqueous ammonium chloride solution was added to the reaction mixture, followed by extraction with ethyl acetate. The organic layer was washed with water, dried over anhydr... Starting materials: Cc1ccc2nnc(Cc3ccc4ncc(Br)cc4c3)n2n1, CS(C)=O, [Cu]I, [K+], [K+], O=C([O-])[O-], O=C(O)C1CCCN1, c1c[nH]cn1. Yields the product Cc1ccc2nnc(Cc3ccc4ncc(-n5ccnc5)cc4c3)n2n1. RXN SMILES: [Br:1][c:2]1[cH:3][n:4][c:5]2[cH:6][cH:7][c:8]([CH2:12][c:13]3[n:14][n:15][c:16]4[n:17]3[n:18][c:19]([CH3:22])[cH:20][cH:21]4)[cH:9][c:10]2[cH:11]1.[CH3:42][S:43]([CH3:44])=[O:45].[Cu:46][I:47].[K+:31].[K+:32].[O-:33][C:34]([O-:35])=[O:36].[OH:23][C:24]([CH:25]1[NH:26][CH2:27][CH2:28][CH2:29]1)=[O:30].[nH:37]1[cH:38][n:39][cH:40][cH:41]1>>[c:2]1(-[n:37]2[cH:38][n:39][cH:40][cH:41]2)[cH:3][n:4][c:5]2[cH:6][cH:7][c:8]([CH2:12][c:13]3[n:14][n:15][c:16]4[n:17]3[n:18][c:19]([CH3:22])[cH:20][cH:21]4)[cH:9][c:10]2[cH:11]1. Reagents/catalysts: O.C1(=CC=C(C=C1)S(=O)(=O)O)C (p-toluenesulfonic acid monohydrate). Isolated yield 45.4%. The product is CN1N=CC2=NC=3CCCCC3C(=C21)O (1-METHYL-5,6,7,8-TETRAHYDRO-1H-PYRAZOLO[4,3-b]QUINOLIN-9-OL). As a reaction SMILES: [CH3:1][N:2]1[CH:6]=[C:5]([NH2:7])[CH:4]=[N:3]1.O=[C:9]1[CH2:14][CH2:13][CH2:12][CH2:11][CH:10]1[C:15]([O-])=[O:16]>C1(C)C=CC=CC=1.O.C1(C)C=CC(S(O)(=O)=O)=CC=1>[CH3:1][N:2]1[C:6]2[C:5](=[N:7][C:9]3[CH2:14][CH2:13][CH2:12][CH2:11][C:10]=3[C:15]=2[OH:16])[CH:4]=[N:3]1 |f:3.4|. The solvent is C1(=CC=CC=C1)C (toluene). The reactants are CN1N=CC(=C1)N (1-methyl-1H-pyrazol-4-amine), O=C1C(CCCC1)C(=O)[O-] (2-oxocyclohexanecarboxylate). Procedure: A solution of 1-methyl-1H-pyrazol-4-amine ((J. Catalan et al., J. Heterocycl. Chem., 1985, 22, 997), 200 mg, 2.06 mmol), 2-oxocyclohexanecarboxylate (351 mg, 2.06 mmol), and p-toluenesulfonic acid monohydrate (10 mg, 0.05 mmol) in toluene (20 ml) was stirred at 120° C. for 2.5 h. After cooling to room temperature, the solvent was removed in vacuo. Diphenyl ether (5 ml) was added to the residue (ca. 300 mg) and the resulting mixture was heated at 240° C. for 40 min. After cooling to room temperat... Starting materials: C(C(=O)Cl)(=O)Cl (oxalyl chloride), COC(CN1N=C(C=C1)N)(C)C (1-(2-methoxy-2-methyl-propyl)-1H-pyrazol-3-ylamine), N1=C(C=CC=C1C)C (2,6-lutidine), ClC=1C=C(C=CC1S(=O)(=O)C)[C@H](C(=O)O)CC1CC(C1)=O (2(R)-(3-chloro-4-methanesulfonyl-phenyl)-3-(3-oxo-cyclobutyl)-propionic acid), acid chloride. Run in C(Cl)Cl (methylene chloride), C(Cl)Cl (methylene chloride), C(Cl)Cl (methylene chloride), C(Cl)Cl (methylene chloride). Run at temperature 25 celsius, time 40 minute. Yields the product ClC=1C=C(C=CC1S(=O)(=O)C)[C@H](C(=O)NC1=NN(C=C1)CC(C)(C)OC)CC1CC(C1)=O (2(R)-(3-chloro-4-methanesulfonyl-phenyl)-N-[1-(2-methoxy-2-methyl-propyl)-1H-pyrazol-3-yl]-3-(3-oxo-cyclobutyl)-propionamide). The yield is 50.8%. As a reaction SMILES: [Cl:1][C:2]1[CH:3]=[C:4]([C@@H:12]([CH2:16][CH:17]2[CH2:20][C:19](=[O:21])[CH2:18]2)[C:13]([OH:15])=O)[CH:5]=[CH:6][C:7]=1[S:8]([CH3:11])(=[O:10])=[O:9].C(Cl)(=O)C(Cl)=O.[CH3:28][O:29][C:30]([CH3:39])([CH3:38])[CH2:31][N:32]1[CH:36]=[CH:35][C:34]([NH2:37])=[N:33]1.N1C(C)=CC=CC=1C>C(Cl)Cl>[Cl:1][C:2]1[CH:3]=[C:4]([C@@H:12]([CH2:16][CH:17]2[CH2:20][C:19](=[O:21])[CH2:18]2)[C:13]([NH:37][C:34]2[CH:35]=[CH:36][N:32]([CH2:31][C:30]([O:29][CH3:28])([CH3:38])[CH3:39])[N:33]=2)=[O:15])[CH:5]=[CH:6][C:7]=1[S:8]([CH3:11])(=[O:9])=[O:10]. Reported procedure: A solution of 2(R)-(3-chloro-4-methanesulfonyl-phenyl)-3-(3-oxo-cyclobutyl)-propionic acid (65 mg, 0.20 mmol) in methylene chloride (8 mL) was cooled to 0° C. To this solution was added dropwise a solution of oxalyl chloride in methylene chloride (2 M solution, 120 μL, 0.24 mmol) and N,N-dimethylfomamide (one drop) which was then stirred at 0° C. for 20 minutes and 40 min at 25° C. After this time, the reaction was concentrated in vacuo and azeotroped with methylene chloride (10 ml). In a separa... Starting materials: CC1=CC(=NC=C1)C=O (4-methyl-2-pyridine carboxaldehyde), S1(=O)(=O)CCCC1 (sulfolane), C(C1=CC=CC=C1)Br (benzyl bromide), C(C)(=O)OCC (ethyl acetate). Solvent: O (water). Conditions: time 16 hour. The product is [Br-].C(=O)[N+]1=CC=C(C=C1)C (formyl-4-methyl pyridinium bromide). Reaction SMILES: [CH3:1][C:2]1[CH:7]=[CH:6][N:5]=[C:4](C=O)[CH:3]=1.S1(CCCC1)(=O)=O.C([Br:24])C1C=CC=CC=1.[C:25](OCC)(=[O:27])C>O>[Br-:24].[CH:25]([N+:5]1[CH:4]=[CH:3][C:2]([CH3:1])=[CH:7][CH:6]=1)=[O:27] |f:5.6|. Procedure details: A mixture of 4-methyl-2-pyridine carboxaldehyde (1.0 g, 8.26 mmol), sulfolane (10 ml) and benzyl bromide (0.98 ml, 8.3 mmol) was stirred at room temperature for 16 hours, then was heated on a steam bath for 16 hours. Several portions of ethyl acetate were added to the reaction mixture and subsequently decanted to yield a residual gum. The gum was dissolved in water, washed with ether and evaporated to dryness to afford crude formyl-4-methyl pyridinium bromide. Reactants: C(C)(C)(C)OC(=O)N1CCC(CC1)C=1SC=CC1C(=O)OC (4-(3-methoxycarbonylthiophen-2-yl)piperidine-1-carboxylic acid t-butyl ester), CO (MeOH). The solvent is C1CCOC1 (THF). Yields the product C(C)(C)(C)OC(=O)N1CCC(CC1)C=1SC=CC1CO (4-(3-Hydroxymethylthiophen-2-yl)piperidine-1-carboxylic Acid t-Butyl Ester). Isolated yield 50.4%. RXN SMILES: [C:1]([O:5][C:6]([N:8]1[CH2:13][CH2:12][CH:11]([C:14]2[S:15][CH:16]=[CH:17][C:18]=2[C:19](OC)=[O:20])[CH2:10][CH2:9]1)=[O:7])([CH3:4])([CH3:3])[CH3:2].CO>C1COCC1>[C:1]([O:5][C:6]([N:8]1[CH2:13][CH2:12][CH:11]([C:14]2[S:15][CH:16]=[CH:17][C:18]=2[CH2:19][OH:20])[CH2:10][CH2:9]1)=[O:7])([CH3:4])([CH3:2])[CH3:3]. Procedure details: A solution of 4-(3-methoxycarbonylthiophen-2-yl)piperidine-1-carboxylic acid t-butyl ester (3.8 g, 12 mmol, 1.0 eq.) in THF (70 mL) was degassed and purged with nitrogen (2×). Borane dimethyl sulfide complex (45 mL, 90 mmol, 110 eq.) was added at room temperature and the mixture was heated to reflux for 3 hours. The mixture was allowed to cool to room temperature and MeOH (20 mL) was slowly added. The mixture was then concentrated under vacuum. The addition of MeOH (20 mL) and concentrating was ... The reactants are C1(CCCCC1)COC1=C(C=C(C(=O)OCC)C=C1)[N+](=O)[O-] (Ethyl 4-(cyclohexylmethyloxy)-3-nitrobenzoate), [OH-].[Li+] (lithium hydroxide). Solvent: C1CCOC1 (THF). Conditions: time 18 hour. Product: C1(CCCCC1)COC1=C(C=C(C(=O)O)C=C1)[N+](=O)[O-] (4-(cyclohexylmethyloxy)-3-nitrobenzoic acid). As a reaction SMILES: [CH:1]1([CH2:7][O:8][C:9]2[CH:19]=[CH:18][C:12]([C:13]([O:15]CC)=[O:14])=[CH:11][C:10]=2[N+:20]([O-:22])=[O:21])[CH2:6][CH2:5][CH2:4][CH2:3][CH2:2]1.[OH-].[Li+]>C1COCC1>[CH:1]1([CH2:7][O:8][C:9]2[CH:19]=[CH:18][C:12]([C:13]([OH:15])=[O:14])=[CH:11][C:10]=2[N+:20]([O-:22])=[O:21])[CH2:6][CH2:5][CH2:4][CH2:3][CH2:2]1 |f:1.2|. Reported procedure: To a solution of 21-2 (1.38 g, 4.50 mmol) in THF (22.5 ml) cooled in an ice-bath was added 1N lithium hydroxide solution (22.5 ml). The resulting solution was stirred 18 h while warming to ambient temperature. The solution was partially evaporated at reduced pressure, and the remaining aqueous solution was washed with ethyl acetate (20 ml). The aqueous layer was cooled in an ice-bath, stirred rapidly, and concentrated hydrochloric acid (2 ml) was added dropwise, resulting in formation of a preci... Yields the product ClC1=C(C(=O)O)C(=CC=C1)Cl (2,6-dichlorobenzoic acid). The solvent is Cl (HCl), C1(=CC=CC=C1)C (toluene). Procedure: Part B: 3-(Chlorosulfonyl)-2,6-dichlorobenzoic acid (1.5 g; 5.2 mmol) was dissolved in anhydrous toluene (35 ml) to which was added powdered K2CO3 (1.44 g: 10.4 mmol) and n-butylamine (1.0 ml, 10.4 mmol). The reaction mixture was stirred at 25° C. for 12 hours. The solution was diluted slowly with 1 M ethereal HCl (20 ml) and was then stirred for 30 minutes. The solution was filtered and the resulting filtrate was evaporated to dryness to give crude product. Further purification of the material ... Reaction conditions: temperature 25 celsius, time 12 hour. The reactants are C(=O)([O-])[O-].[K+].[K+] (K2CO3), C(CCC)N (n-butylamine), ClS(=O)(=O)C=1C(=C(C(=O)O)C(=CC1)Cl)Cl (3-(Chlorosulfonyl)-2,6-dichlorobenzoic acid). RXN SMILES: ClS([C:5]1[C:6]([Cl:15])=[C:7]([C:11]([Cl:14])=[CH:12][CH:13]=1)[C:8]([OH:10])=[O:9])(=O)=O.C([O-])([O-])=O.[K+].[K+].C(N)CCC>C1(C)C=CC=CC=1.Cl>[Cl:14][C:11]1[CH:12]=[CH:13][CH:5]=[C:6]([Cl:15])[C:7]=1[C:8]([OH:10])=[O:9] |f:1.2.3|. The reactants are OC1=CC=C(C=C1)N1CCNCC1 (1-(4-hydroxyphenyl)piperazine), Cl.C(C)O (hydrochloric acid ethanol), C=O (paraformaldehyde), C=O (paraformaldehyde), N1=C(N=CC=C1)N1N=CC(=C1C)C(C)=O (1-(2-pyrimidinyl)-4-acetyl-5-methylpyrazole). Run in C(C)O (ethanol). The product is Cl.CC1=C(C=NN1C1=NC=CC=N1)C(CCN1CCN(CC1)C1=CC=C(C=C1)O)=O (1-[5-Methyl-1-(2-pyrimidinyl)-4-pyrazolyl]-3-[4-(4-hydroxyphenyl)-1-piperazinyl]-1-propanone hydrochloride). RXN SMILES: [N:1]1[CH:6]=[CH:5][CH:4]=[N:3][C:2]=1[N:7]1[C:11]([CH3:12])=[C:10]([C:13](=[O:15])[CH3:14])[CH:9]=[N:8]1.[OH:16][C:17]1[CH:22]=[CH:21][C:20]([N:23]2[CH2:28][CH2:27][NH:26][CH2:25][CH2:24]2)=[CH:19][CH:18]=1.[ClH:29].[CH2:30](O)C.C=O>C(O)C>[ClH:29].[CH3:12][C:11]1[N:7]([C:2]2[N:1]=[CH:6][CH:5]=[CH:4][N:3]=2)[N:8]=[CH:9][C:10]=1[C:13](=[O:15])[CH2:14][CH2:30][N:26]1[CH2:27][CH2:28][N:23]([C:20]2[CH:19]=[CH:18][C:17]([OH:16])=[CH:22][CH:21]=2)[CH2:24][CH2:25]1 |f:2.3,6.7|. Procedure: 2.0 g of 1-(2-pyrimidinyl)-4-acetyl-5-methylpyrazole was dissolved in 50 ml of ethanol. After adding 2.6 g of 1-(4-hydroxyphenyl)piperazine, 10 ml of a 1N hydrochloric acid/ethanol solution and 1.6 g of paraformaldehyde, the mixture was heated under reflux for 24 hours. Further, 3.2 g of paraformaldehyde was added and the resulting mixture was heated under reflux for additional 48 hours. Then the reaction mixture was concentrated and neutralized by adding a saturated aqueous solution of sodium h...